describe an organic reaction: reactants, conditions, products, and yield From a dataset of the Open Reaction Database (ORD), a public repository of structured organic reaction records. Starting materials: CCCCN1C(=CC(=O)c2cc(Cl)ccc2OC)SC(Br)=C1C, O=C([O-])[O-], [K+], [K+], C1COCCO1, OB(O)c1ccc(F)cc1, c1ccc(P(c2ccccc2)c2ccccc2)cc1, c1ccc(P(c2ccccc2)(c2ccccc2)[Pd](P(c2ccccc2)(c2ccccc2)c2ccccc2)(P(c2ccccc2)(c2ccccc2)c2ccccc2)P(c2ccccc2)(c2ccccc2)c2ccccc2)cc1. Product: CCCCN1C(=CC(=O)c2cc(Cl)ccc2OC)SC(c2ccc(F)cc2)=C1C. As a reaction SMILES: [Br:1][C:2]1=[C:3]([CH3:23])[N:4]([CH2:19][CH2:20][CH2:21][CH3:22])[C:5](=[CH:7][C:8](=[O:9])[c:10]2[c:11]([O:17][CH3:18])[cH:12][cH:13][c:14]([Cl:16])[cH:15]2)[S:6]1.[C:53](=[O:54])([O-:55])[O-:56].[K+:57].[K+:58].[O:59]1[CH2:60][CH2:61][O:62][CH2:63][CH2:64]1.[OH:24][B:25]([OH:26])[c:27]1[cH:28][cH:29][c:30]([F:31])[cH:32][cH:33]1.[c:34]1([P:35]([c:36]2[cH:37][cH:38][cH:39][cH:40][cH:41]2)[c:42]2[cH:43][cH:44][cH:45][cH:46][cH:47]2)[cH:48][cH:49][cH:50][cH:51][cH:52]1.[cH:65]1[cH:66][cH:67][c:68]([P:69]([Pd:70]([P:71]([c:72]2[cH:73][cH:74][cH:75][cH:76][cH:77]2)([c:78]2[cH:79][cH:80][cH:81][cH:82][cH:83]2)[c:84]2[cH:85][cH:86][cH:87][cH:88][cH:89]2)([P:90]([c:91]2[cH:92][cH:93][cH:94][cH:95][cH:96]2)([c:97]2[cH:98][cH:99][cH:100][cH:101][cH:102]2)[c:103]2[cH:104][cH:105][cH:106][cH:107][cH:108]2)[P:109]([c:110]2[cH:111][cH:112][cH:113][cH:114][cH:115]2)([c:116]2[cH:117][cH:118][cH:119][cH:120][cH:121]2)[c:122]2[cH:123][cH:124][cH:125][cH:126][cH:127]2)([c:128]2[cH:129][cH:130][cH:131][cH:132][cH:133]2)[c:134]2[cH:135][cH:136][cH:137][cH:138][cH:139]2)[cH:140][cH:141]1>>[C:2]1([c:27]2[cH:28][cH:29][c:30]([F:31])[cH:32][cH:33]2)=[C:3]([CH3:23])[N:4]([CH2:19][CH2:20][CH2:21][CH3:22])[C:5](=[CH:7][C:8](=[O:9])[c:10]2[c:11]([O:17][CH3:18])[cH:12][cH:13][c:14]([Cl:16])[cH:15]2)[S:6]1. Reactants: CCOc1cc(C(C)(C)C)ncc1C1=NC(C)(c2ccc(Cl)cc2)C(C)(c2ccc(Cl)cc2)N1C(=O)Cl, Cl, Cl, NC(=O)CN1CCNCC1. Product: CCOc1cc(C(C)(C)C)ncc1C1=NC(C)(c2ccc(Cl)cc2)C(C)(c2ccc(Cl)cc2)N1C(=O)N1CCN(CC(N)=O)CC1. RXN SMILES: [C:1]([CH3:2])([CH3:3])([CH3:4])[c:5]1[cH:6][c:7]([O:35][CH2:36][CH3:37])[c:8]([C:11]2=[N:15][C:14]([CH3:16])([c:17]3[cH:18][cH:19][c:20]([Cl:23])[cH:21][cH:22]3)[C:13]([CH3:24])([c:25]3[cH:26][cH:27][c:28]([Cl:31])[cH:29][cH:30]3)[N:12]2[C:32](=[O:33])[Cl:34])[cH:9][n:10]1.[ClH:38].[ClH:39].[N:40]1([CH2:46][C:47](=[O:48])[NH2:49])[CH2:41][CH2:42][NH:43][CH2:44][CH2:45]1>>[C:1]([CH3:2])([CH3:3])([CH3:4])[c:5]1[cH:6][c:7]([O:35][CH2:36][CH3:37])[c:8]([C:11]2=[N:15][C:14]([CH3:16])([c:17]3[cH:18][cH:19][c:20]([Cl:23])[cH:21][cH:22]3)[C:13]([CH3:24])([c:25]3[cH:26][cH:27][c:28]([Cl:31])[cH:29][cH:30]3)[N:12]2[C:32](=[O:33])[N:43]2[CH2:42][CH2:41][N:40]([CH2:46][C:47](=[O:48])[NH2:49])[CH2:45][CH2:44]2)[cH:9][n:10]1. Solvent: S(O)(O)(=O)=O (sulphuric acid). Conditions: temperature 90 celsius. RXN SMILES: Cl[CH2:2][CH2:3][C:4]([C:6]1[CH:11]=[CH:10][C:9]([CH2:12][CH3:13])=[C:8]([CH2:14][CH3:15])[CH:7]=1)=[O:5]>S(=O)(=O)(O)O>[CH2:12]([C:9]1[CH:10]=[C:11]2[C:6](=[CH:7][C:8]=1[CH2:14][CH3:15])[C:4](=[O:5])[CH2:3][CH2:2]2)[CH3:13]. The product is C(C)C=1C=C2CCC(C2=CC1CC)=O (2,3-dihydro-5,6-diethyl-1H-inden-1-one). The reactants are ClCCC(=O)C1=CC(=C(C=C1)CC)CC (3-chloro-1-(3,4-diethylphenyl)-1-propanone), ice. Procedure details: 3-chloro-1-(3,4-diethylphenyl)-1-propanone (15.5 g) is dissolved in 66 mL concentrated sulphuric acid and heated to 90° C. for 4 hours. The reaction mixture is cooled, ice (70 g) is added, and the aqueous solution extracted twice with toluene. The organic layer is washed with sodium bicarbonate, saturated aqueous NaCl, and treated with activated charcoal and magnesium suphate. After filtration, the solvent is removed in vacuo. The product is purified by flash column chromatography (silica, hexan... The reagents and catalysts are C=1C=CC(=CC1)/C=C/C(=O)/C=C/C2=CC=CC=C2.C=1C=CC(=CC1)/C=C/C(=O)/C=C/C2=CC=CC=C2.C=1C=CC(=CC1)/C=C/C(=O)/C=C/C2=CC=CC=C2.[Pd].[Pd] (Pd2(dba)3), C=1C=CC(=CC1)P(C=2C=CC=CC2)C3=CC=C4C=CC=CC4=C3C5=C6C=CC=CC6=CC=C5P(C=7C=CC=CC7)C=8C=CC=CC8 (BINAP). Solvent: C1(=CC=CC=C1)C (toluene). Yields the product C(C)(C)(C)OC(=O)N1CCN(CC1)C1=C2CC(N(CC2=CC=C1)C(=O)OCC1=CC=CC=C1)(C)C (Benzyl 5-(4-(tert-butoxycarbonyl)piperazin-1-yl)-3,3-dimethyl-3,4-dihydroisoquinoline-2(1H)-carboxylate). RXN SMILES: Br[C:2]1[CH:11]=[CH:10][CH:9]=[C:8]2[C:3]=1[CH2:4][C:5]([CH3:23])([CH3:22])[N:6]([C:12]([O:14][CH2:15][C:16]1[CH:21]=[CH:20][CH:19]=[CH:18][CH:17]=1)=[O:13])[CH2:7]2.CC([O-])(C)C.[Na+].[N:30]1([C:36]([O:38][C:39]([CH3:42])([CH3:41])[CH3:40])=[O:37])[CH2:35][CH2:34][NH:33][CH2:32][CH2:31]1>C1(C)C=CC=CC=1.C1C=CC(/C=C/C(/C=C/C2C=CC=CC=2)=O)=CC=1.C1C=CC(/C=C/C(/C=C/C2C=CC=CC=2)=O)=CC=1.C1C=CC(/C=C/C(/C=C/C2C=CC=CC=2)=O)=CC=1.[Pd].[Pd].C1C=CC(P(C2C(C3C(P(C4C=CC=CC=4)C4C=CC=CC=4)=CC=C4C=3C=CC=C4)=C3C(C=CC=C3)=CC=2)C2C=CC=CC=2)=CC=1>[C:39]([O:38][C:36]([N:30]1[CH2:35][CH2:34][N:33]([C:2]2[CH:11]=[CH:10][CH:9]=[C:8]3[C:3]=2[CH2:4][C:5]([CH3:23])([CH3:22])[N:6]([C:12]([O:14][CH2:15][C:16]2[CH:21]=[CH:20][CH:19]=[CH:18][CH:17]=2)=[O:13])[CH2:7]3)[CH2:32][CH2:31]1)=[O:37])([CH3:42])([CH3:40])[CH3:41] |f:1.2,5.6.7.8.9|. Run at temperature 100 celsius, time 18 hour. Reported procedure: To 78A (600 mg, 1.60 mmol) in toluene (5 mL) was added NaOtBu (215 mg, 2.24 mmol), tert-butyl piperazine-1-carboxylate (358 mg, 1.92 mmol), Pd2(dba)3 (3.6 mg, 0.004 mmol) and BINAP (7.4 mg, 0.012 mmol). The reaction mixture was heated at 100° C. in a sealed tube. After 18 h, the reaction was cooled to rt, quenched with H2O, extracted with EtOAc twice, the combined organics were washed with H2O, brine, dried over anhydrous Na2SO4, filtered and concentrated. Purification by silica gel column chrom... Reactants: BrC1=C2CC(N(CC2=CC=C1)C(=O)OCC1=CC=CC=C1)(C)C (Benzyl 5-bromo-3,3-dimethyl-3,4-dihydroisoquinoline-2(1H)-carboxylate), CC(C)(C)[O-].[Na+] (NaOtBu), N1(CCNCC1)C(=O)OC(C)(C)C (tert-butyl piperazine-1-carboxylate). Isolated yield 65.2%.